Dataset: the Open Reaction Database (ORD), a public repository of structured organic reaction records. Task: describe an organic reaction: reactants, conditions, products, and yield Reactants: N[C@@]1([C@@H]2[C@H]([C@@H]2C[C@@H]1F)C(=O)OC(C)OCC(C)C)C(=O)O ((1S,2S,3S,5R,6S)-2-amino-3-fluoro-6-((1-(isobutyloxy)ethoxy)carbonyl)bicyclo[3.1.0]hexane-2-carboxylic acid), C(C)(=O)OCC.Cl (hydrogen chloride-ethyl acetate). The solvent is C(C)(=O)OCC (ethyl acetate). Product: Cl.N[C@@]1([C@@H]2[C@H]([C@@H]2C[C@@H]1F)C(=O)OC(C)OCC(C)C)C(=O)O ((1S,2S,3S,5R,6S)-2-Amino-3-fluoro-6-((1-(isobutyloxy)ethoxy)carbonyl)bicyclo[3.1.0]hexane-2-carboxylic acid hydrochloride). As a reaction SMILES: [NH2:1][C@@:2]1([C:19]([OH:21])=[O:20])[C@@H:7]([F:8])[CH2:6][C@@H:5]2[C@H:3]1[C@H:4]2[C:9]([O:11][CH:12]([O:14][CH2:15][CH:16]([CH3:18])[CH3:17])[CH3:13])=[O:10].C(OCC)(=O)C.[ClH:28]>C(OCC)(=O)C>[ClH:28].[NH2:1][C@@:2]1([C:19]([OH:21])=[O:20])[C@@H:7]([F:8])[CH2:6][C@@H:5]2[C@H:3]1[C@H:4]2[C:9]([O:11][CH:12]([O:14][CH2:15][CH:16]([CH3:17])[CH3:18])[CH3:13])=[O:10] |f:1.2,4.5|. Reported procedure: (1S,2S,3S,5R,6S)-3′-Allyl 6-(1-(isobutyryloxy)ethyl) 3-fluoro-5′-oxospiro[bicyclo[3.1.0]hexan-2,4′-oxazolidine]-3′,6-dicarboxylate (A-8-1, 403 mg) was treated in the same manner as in Example A-1 (4) to give a pale yellow oil (278 mg) containing (1S,2S,3S,5R,6S)-2-amino-3-fluoro-6-((1-(isobutyloxy)ethoxy)carbonyl)bicyclo[3.1.0]hexane-2-carboxylic acid. To the obtained oil, ethyl acetate (3 mL) was added, the mixture was stirred and then a 4 mol/L hydrogen chloride-ethyl acetate solution (3 mL) w... Yields the product C(C)(=O)O[C@H]1[C@H](OC2=C(C=C(C=C2)C=2C(=NOC2C)C)F)SC[C@H]([C@@H]1OC(C)=O)OC(C)=O (2-Fluoro-4-(3,5-dimethyl-4-isoxazolyl)phenyl 2,3,4-tri-O-acetyl-5-thio-β-D-xylopyranoside). Procedure details: By carrying out the operation analogously to example 3, starting from 4-bromo-2-fluorophenyl 2,3,4-tri-O-acetyl-5-thio-β-D-xylopyranoside obtained according to preparation VI, and 3,5-dimethyl-4-isoxazoleboronic acid, the expected compound is obtained in the form of a white solid with a yield of 59%. Reaction SMILES: [C:1]([O:4][C@@H:5]1[C@@H:19]([O:20][C:21](=[O:23])[CH3:22])[C@H:18]([O:24][C:25](=[O:27])[CH3:26])[CH2:17][S:16][C@H:6]1[O:7][C:8]1[CH:13]=[CH:12][C:11](Br)=[CH:10][C:9]=1[F:15])(=[O:3])[CH3:2].[CH3:28][C:29]1[C:33](B(O)O)=[C:32]([CH3:37])[O:31][N:30]=1>>[C:1]([O:4][C@@H:5]1[C@@H:19]([O:20][C:21](=[O:23])[CH3:22])[C@H:18]([O:24][C:25](=[O:27])[CH3:26])[CH2:17][S:16][C@H:6]1[O:7][C:8]1[CH:13]=[CH:12][C:11]([C:33]2[C:29]([CH3:28])=[N:30][O:31][C:32]=2[CH3:37])=[CH:10][C:9]=1[F:15])(=[O:3])[CH3:2]. Starting materials: C(C)(=O)O[C@H]1[C@H](OC2=C(C=C(C=C2)Br)F)SC[C@H]([C@@H]1OC(C)=O)OC(C)=O (4-bromo-2-fluorophenyl 2,3,4-tri-O-acetyl-5-thio-β-D-xylopyranoside), VI, CC1=NOC(=C1B(O)O)C (3,5-dimethyl-4-isoxazoleboronic acid). Isolated yield 59.0%. The product is N#Cc1ccc(O)c(I)c1. RXN SMILES: [I-:13].[I:14].[K+:12].[NH4+:10].[OH-:11].[OH2:15].[OH:1][c:2]1[cH:3][cH:4][c:5]([C:8]#[N:9])[cH:6][cH:7]1>>[OH:1][c:2]1[c:3]([I:13])[cH:4][c:5]([C:8]#[N:9])[cH:6][cH:7]1. The reactants are [I-], I, [K+], [NH4+], [OH-], O, N#Cc1ccc(O)cc1. The reactants are CC(=O)O, O=C1CCC(=O)N1Cl, ClCCl, O=C(Nc1ccc(-c2ccncc2)cc1)NC(CO)c1cccs1. As a reaction SMILES: [CH3:25][C:26](=[O:27])[OH:28].[Cl:29][N:30]1[C:31](=[O:32])[CH2:33][CH2:34][C:35]1=[O:36].[Cl:37][CH2:38][Cl:39].[OH:1][CH2:2][CH:3]([c:4]1[s:5][cH:6][cH:7][cH:8]1)[NH:9][C:10](=[O:11])[NH:12][c:13]1[cH:14][cH:15][c:16](-[c:19]2[cH:20][cH:21][n:22][cH:23][cH:24]2)[cH:17][cH:18]1>>[OH:1][CH2:2][CH:3]([c:4]1[s:5][c:6]([Cl:29])[cH:7][cH:8]1)[NH:9][C:10](=[O:11])[NH:12][c:13]1[cH:14][cH:15][c:16](-[c:19]2[cH:20][cH:21][n:22][cH:23][cH:24]2)[cH:17][cH:18]1. Product: O=C(Nc1ccc(-c2ccncc2)cc1)NC(CO)c1ccc(Cl)s1.